Dataset: the Open Reaction Database (ORD), a public repository of structured organic reaction records. Task: describe an organic reaction: reactants, conditions, products, and yield The reactants are CCCCC1CCNCC1, O=c1oc2ccccc2n1CCCCCl. Product: CCCCC1CCN(CCCCn2c(=O)oc3ccccc32)CC1. Reaction SMILES: [CH2:16]([CH2:17][CH2:18][CH3:19])[CH:20]1[CH2:21][CH2:22][NH:23][CH2:24][CH2:25]1.[Cl:1][CH2:2][CH2:3][CH2:4][CH2:5][n:6]1[c:7](=[O:15])[o:8][c:9]2[c:10]1[cH:11][cH:12][cH:13][cH:14]2>>[CH2:2]([CH2:3][CH2:4][CH2:5][n:6]1[c:7](=[O:15])[o:8][c:9]2[c:10]1[cH:11][cH:12][cH:13][cH:14]2)[N:23]1[CH2:22][CH2:21][CH:20]([CH2:16][CH2:17][CH2:18][CH3:19])[CH2:25][CH2:24]1. Reactants: NC(=O)C=1OC=CC1NC(OC(C)(C)C)=O (tert-Butyl 2-(aminocarbonyl)-3-furylcarbamate), NC(=O)C=1OC=CC1NC(OC(C)(C)C)=O (tert-Butyl 2-(aminocarbonyl)-3-furylcarbamate), C(Cl)Cl (DCM). Solvent: CN(C)C=O (DMF). Run at temperature 80 celsius. The product is N1=CNC(C2=C1C=CO2)=O (Furo[3,2-d]pyrimidin-4-(3H)-one). Yield: 64.4%. As a reaction SMILES: [NH2:1][C:2]([C:4]1[O:5][CH:6]=[CH:7][C:8]=1[NH:9][C:10](=O)OC(C)(C)C)=[O:3].C(Cl)Cl>CN(C=O)C>[N:9]1[C:8]2[CH:7]=[CH:6][O:5][C:4]=2[C:2](=[O:3])[NH:1][CH:10]=1. Procedure details: tert-Butyl 2-(aminocarbonyl)-3-furylcarbamate (Intermediate 82) (3.38 g) was stirred in DMF (25 mL) and DCM (25 mL) for 30 minutes. The solvent was removed and the crude product was heated at 80° C. in triethylorthoformate (20 mL) for 30 minutes. The mixture was cooled, poured into ether (100 mL) collected by filtration and washed with ether to afford a first crop of the title compound as a pale yellow solid (1.31 g, 65%). The filtrate was evaporated and triturated with EtOAc to afford a further... The reactants are C(N)(=S)N1[C@@H](CCC1)C(=O)OC(C)(C)C ((S)-tert-Butyl 1-carbamothioylpyrrolidine-2-carboxylate), BrC(C=O)C=O (2-bromomalonaldehyde), C(C)(=O)[O-].[Na+] (sodium acetate). Run in C1CCOC1 (THF), C(C)(=O)O (acetic acid). Run at time 2 hour. The product is C(=O)C1=CN=C(S1)N1[C@@H](CCC1)C(=O)OC(C)(C)C ((S)-tert-Butyl 1-(5-formylthiazol-2-yl)pyrrolidine-2-carboxylate). Isolated yield 71.7%. As a reaction SMILES: [C:1]([N:4]1[CH2:8][CH2:7][CH2:6][C@H:5]1[C:9]([O:11][C:12]([CH3:15])([CH3:14])[CH3:13])=[O:10])(=[S:3])[NH2:2].C([O-])(=O)C.[Na+].Br[CH:22]([CH:25]=O)[CH:23]=[O:24]>C1COCC1.C(O)(=O)C>[CH:23]([C:22]1[S:3][C:1]([N:4]2[CH2:8][CH2:7][CH2:6][C@H:5]2[C:9]([O:11][C:12]([CH3:15])([CH3:14])[CH3:13])=[O:10])=[N:2][CH:25]=1)=[O:24] |f:1.2|. Reported procedure: To a solution of material from Example 78 (1.075 g, 4.67 mmol) in a mixture of THF (51.3 mL) and acetic acid (8.55 mL) is added sodium acetate (0.46 g, 5.60 mmol), followed by 2-bromomalonaldehyde (0.82 g, 5.13 mmol) and the reaction is stirred at room temp for 2 h. The solvent is removed in vacuo, the residue is partitioned between water and CH2Cl2 and the water layer is extracted with CH2Cl2 (1×20 mL). The organic layers are combined, partitioned with water and treated with solid sodium bicarb... Reactants: ClCCCCOC=1C=CC2=C(C(OC(N2)=O)(C)C)C1 (6-(4-chlorobutoxy)-4,4-dimethyl-4H-3,1-benzoxazin-2-one), SC1=CC=NC=C1 (4-mercapto-pyridine). The product is N1=CC=C(C=C1)SCCCCOC=1C=CC2=C(C(OC(N2)=O)(C)C)C1 (6-[4-(4-Pyridylmercapto)-butoxy]-4,4-dimethyl-4H-3,1-benzoxazin-2-one). As a reaction SMILES: Cl[CH2:2][CH2:3][CH2:4][CH2:5][O:6][C:7]1[CH:8]=[CH:9][C:10]2[NH:15][C:14](=[O:16])[O:13][C:12]([CH3:18])([CH3:17])[C:11]=2[CH:19]=1.[SH:20][C:21]1[CH:26]=[CH:25][N:24]=[CH:23][CH:22]=1>>[N:24]1[CH:25]=[CH:26][C:21]([S:20][CH2:2][CH2:3][CH2:4][CH2:5][O:6][C:7]2[CH:8]=[CH:9][C:10]3[NH:15][C:14](=[O:16])[O:13][C:12]([CH3:18])([CH3:17])[C:11]=3[CH:19]=2)=[CH:22][CH:23]=1. Procedure details: Prepared analogously to Example 1 from 6-(4-chlorobutoxy)-4,4-dimethyl-4H-3,1-benzoxazin-2-one and 4-mercapto-pyridine.